This data is from the Open Reaction Database (ORD), a public repository of structured organic reaction records. The task is: describe an organic reaction: reactants, conditions, products, and yield Starting materials: BrC=1C=NC=C(C1C)[N+](=O)[O-] (3-bromo-4-methyl-5-nitropyridine), BrC=1C=NC=C(C1C)[N+](=O)[O-] (3-bromo-4-methyl-5-nitropyridine), Intermediate 29.7. Reagents/catalysts: [Fe] (iron). Product: BrC=1C=NC=C(C1C)N (3-Bromo-4-methyl-5-aminopyridine). Reaction SMILES: [Br:1][C:2]1[CH:3]=[N:4][CH:5]=[C:6]([N+:9]([O-])=O)[C:7]=1[CH3:8]>[Fe]>[Br:1][C:2]1[CH:3]=[N:4][CH:5]=[C:6]([NH2:9])[C:7]=1[CH3:8]. Procedure: This compound is obtained by reducing 3-bromo-4-methyl-5-nitropyridine (Intermediate 29.5) with iron in a manner similar to the synthesis of Intermediate 29.7, on the scale of 10 mmol. Reactants: CCC(C)=CCC(C)C(C)=CCOc1ccc(CC)cc1, O=C(OO)c1cccc(Cl)c1, ClCCl, [Na+], [Na+], [Na+], [OH-], O, O=S([O-])[O-]. The product is CCc1ccc(OCC=C(C)C(C)CC2OC2(C)CC)cc1. RXN SMILES: [CH3:1][C:2](=[CH:3][CH2:4][O:5][c:6]1[cH:7][cH:8][c:9]([CH2:12][CH3:13])[cH:10][cH:11]1)[CH:14]([CH2:15][CH:16]=[C:17]([CH2:18][CH3:19])[CH3:20])[CH3:21].[Cl:22][c:23]1[cH:24][cH:25][cH:26][c:27]([C:28]([O:29][OH:31])=[O:30])[cH:32]1.[Cl:42][CH2:43][Cl:44].[Na+:37].[Na+:38].[Na+:40].[OH-:39].[OH2:41].[S:33]([O-:34])([O-:35])=[O:36]>>[CH3:1][C:2](=[CH:3][CH2:4][O:5][c:6]1[cH:7][cH:8][c:9]([CH2:12][CH3:13])[cH:10][cH:11]1)[CH:14]([CH2:15][CH:16]1[C:17]([CH2:18][CH3:19])([CH3:20])[O:30]1)[CH3:21]. The reactants are [Br-], CCOCC, [Mg+]C1CCCC1, [Cl-], Clc1ccc2ccccc2n1, [NH4+]. Product: c1ccc2nc(C3CCCC3)ccc2c1. RXN SMILES: [Br-:12].[CH3:19][CH2:20][O:21][CH2:22][CH3:23].[CH:13]1([Mg+:18])[CH2:14][CH2:15][CH2:16][CH2:17]1.[Cl-:24].[Cl:1][c:2]1[n:3][c:4]2[cH:5][cH:6][cH:7][cH:8][c:9]2[cH:10][cH:11]1.[NH4+:25]>>[c:2]1([CH:13]2[CH2:14][CH2:15][CH2:16][CH2:17]2)[n:3][c:4]2[cH:5][cH:6][cH:7][cH:8][c:9]2[cH:10][cH:11]1. Starting materials: BrC=1C(=C(C(=NC1)N)[N+](=O)[O-])N1CCN(CC1)CC=1N(C=CN1)C (5-bromo-4-(4-((1-methyl-1H-imidazol-2-yl)methyl)piperazin-1-yl)-3-nitropyridin-2-amine), O1CCN(CC1)CC1=CC=C(C=O)C=C1 (4-(morpholinomethyl)-benzaldehyde), [O-]S(=O)S(=O)[O-].[Na+].[Na+] (Na2S2O4). Reagents/catalysts: N (NH3). Run in CCO (EtOH), CN(C)C=O (DMF), C(Cl)Cl (DCM). Reaction conditions: temperature 85 celsius. Yields the product BrC=1C(=C2C(=NC1)NC(=N2)C2=CC=C(CN1CCOCC1)C=C2)N2CCN(CC2)CC=2N(C=CN2)C (4-(4-(6-Bromo-7-(4-((1-methyl-1H-imidazol-2-yl)methyl)piperazin-1-yl)-3H-imidazo[4,5-b]pyridin-2-yl)benzyl)morpholine). Reaction SMILES: [Br:1][C:2]1[C:3]([N:12]2[CH2:17][CH2:16][N:15]([CH2:18][C:19]3[N:20]([CH3:24])[CH:21]=[CH:22][N:23]=3)[CH2:14][CH2:13]2)=[C:4]([N+:9]([O-])=O)[C:5]([NH2:8])=[N:6][CH:7]=1.[O:25]1[CH2:30][CH2:29][N:28]([CH2:31][C:32]2[CH:39]=[CH:38][C:35]([CH:36]=O)=[CH:34][CH:33]=2)[CH2:27][CH2:26]1.[O-]S(S([O-])=O)=O.[Na+].[Na+]>CCO.CN(C=O)C.C(Cl)Cl.N>[Br:1][C:2]1[C:3]([N:12]2[CH2:17][CH2:16][N:15]([CH2:18][C:19]3[N:20]([CH3:24])[CH:21]=[CH:22][N:23]=3)[CH2:14][CH2:13]2)=[C:4]2[N:9]=[C:36]([C:35]3[CH:34]=[CH:33][C:32]([CH2:31][N:28]4[CH2:29][CH2:30][O:25][CH2:26][CH2:27]4)=[CH:39][CH:38]=3)[NH:8][C:5]2=[N:6][CH:7]=1 |f:2.3.4|. Reported procedure: To a mixture of 5-bromo-4-(4-((1-methyl-1H-imidazol-2-yl)methyl)piperazin-1-yl)-3-nitropyridin-2-amine (0.105 g, 0.26 mmol, 1 eq) in EtOH (6 mL) and DMF (0.9 mL), 4-(morpholinomethyl)-benzaldehyde (0.060 g, 0.29 mmol, 1.1 eq) was added followed by a freshly prepared aqueous solution of Na2S2O4 (1M; 0.78 mL, 0.78 mmol). The reaction mixture was heated at 85° C. for 24 h, then allowed to cool to room temperature, and diluted with DCM and a few drops of aqueous NH3 until complete dissolution was ob... Starting materials: BrC1=CC=CC=2OCCOC21 (5-bromo-1,4-benzodioxane), C(C1=CC=CC=C1)N1CCC(CC1)=O (1-benzylpiperid-4-one), O (water), solution, C(CCC)[Li] (butyllithium). Run in O1CCCC1 (tetrahydrofuran), O1CCCC1 (tetrahydrofuran), CCCCCC (hexane). Conditions: temperature -60 celsius, time 5 minute. Product: C(C1=CC=CC=C1)N1CCC(CC1)(C1=CC=CC=2OCCOC21)O (1-Benzyl-4-hydroxy-4-(1,4-benzodioxan-5-yl)piperidine). RXN SMILES: C([Li])CCC.Br[C:7]1[C:16]2[O:15][CH2:14][CH2:13][O:12][C:11]=2[CH:10]=[CH:9][CH:8]=1.[CH2:17]([N:24]1[CH2:29][CH2:28][C:27](=[O:30])[CH2:26][CH2:25]1)[C:18]1[CH:23]=[CH:22][CH:21]=[CH:20][CH:19]=1.O>CCCCCC.O1CCCC1>[CH2:17]([N:24]1[CH2:29][CH2:28][C:27]([OH:30])([C:7]2[C:16]3[O:15][CH2:14][CH2:13][O:12][C:11]=3[CH:10]=[CH:9][CH:8]=2)[CH2:26][CH2:25]1)[C:18]1[CH:19]=[CH:20][CH:21]=[CH:22][CH:23]=1. Procedure: 23.3 ml of a 1.6M solution of butyllithium in hexane are added dropwise to a solution, previously cooled to -60° C., of 8 g of 5-bromo-1,4-benzodioxane in 400 ml of tetrahydrofuran. When the addition is complete, the mixture is stirred at -60° C. for 5 minutes and a solution of 8 g of 1-benzylpiperid-4-one in 100 ml of tetrahydrofuran is then added dropwise. The mixture is stirred for 2 hours at -40° C. and then for 2 hours at ambient temperature before hydrolyzing using 80 ml of water. Reactants: O[C@H](C)[C@@H]1[C@@H]2N([C@H](C(C2)=O)C(=O)OCC2=CC=C(C=C2)[N+](=O)[O-])C1=O (4-nitrobenzyl (3R,5R,6S)-6-((1R)-1-hydroxyethyl)-2-oxo-1-carbapenam-3-carboxylate), N1=CC(=CC=C1)C(=O)C=1N=CN2C1SC(=C2)[Sn](CCCC)(CCCC)CCCC (7-(pyridin-3-yl)carbonyl-2-(tri-n-butylstannyl)imidazo[5,1-b]thiazole). Product: O[C@H](C)[C@@H]1[C@@H]2N(C(=C(C2)C2=CN3C(S2)=C(N=C3)C(=O)C=3C=NC=CC3)C(=O)OCC3=CC=C(C=C3)[N+](=O)[O-])C1=O (4-Nitrobenzyl (5R,6S)-6-((1R)-1-hydroxyethyl)-2-[7-(pyridin-3-yl)carbonylimidazo[5,1-b]thiazol-2-yl]-1-carbapen-2-em-3-carboxylate). Isolated yield 73.0%. As a reaction SMILES: [OH:1][C@@H:2]([C@H:4]1[C:24](=[O:25])[N:6]2[C@@H:7]([C:11]([O:13][CH2:14][C:15]3[CH:20]=[CH:19][C:18]([N+:21]([O-:23])=[O:22])=[CH:17][CH:16]=3)=[O:12])[C:8](=O)[CH2:9][C@H:5]12)[CH3:3].[N:26]1[CH:31]=[CH:30][CH:29]=[C:28]([C:32]([C:34]2[N:35]=[CH:36][N:37]3[CH:41]=[C:40]([Sn](CCCC)(CCCC)CCCC)[S:39][C:38]=23)=[O:33])[CH:27]=1>>[OH:1][C@@H:2]([C@H:4]1[C:24](=[O:25])[N:6]2[C:7]([C:11]([O:13][CH2:14][C:15]3[CH:20]=[CH:19][C:18]([N+:21]([O-:23])=[O:22])=[CH:17][CH:16]=3)=[O:12])=[C:8]([C:40]3[S:39][C:38]4=[C:34]([C:32]([C:28]5[CH:27]=[N:26][CH:31]=[CH:30][CH:29]=5)=[O:33])[N:35]=[CH:36][N:37]4[CH:41]=3)[CH2:9][C@H:5]12)[CH3:3]. Procedure: 4-Nitrobenzyl (5R,6S)-6-((1R)-1-hydroxyethyl)-2-[7-(pyridin-3-yl)carbonylimidazo[5,1-b]thiazol-2-yl]-1-carbapen-2-em-3-carboxylate (469 mg) was prepared in the same manner as in step a) of Example 1, except that 400 mg of 4-nitrobenzyl (3R,5R,6S)-6-((1R)-1-hydroxyethyl)-2-oxo-1-carbapenam-3-carboxylate and 700 mg of 7-(pyridin-3-yl)carbonyl-2-(tri-n-butylstannyl)imidazo[5,1-b]thiazole were used as the starting compounds. Reactants: BrC=1C=CC2=C(CN(CCO2)C(=O)OC(C)(C)C)C1 (1,1-dimethylethyl 7-bromo-2,3-dihydro-1,4-benzoxazepine-4(5H)-carboxylate), tetakis(triphenylphosphine)palladium(0), CN(C)C=O (DMF), tetakis(triphenylphosphine)palladium(0). The reagents and catalysts are [C-]#N.[Zn+2].[C-]#N (zinc cyanide). The solvent is CCOC(=O)C.O (EtOAc water). Run at temperature 80 celsius. Product: C(#N)C=1C=CC2=C(CN(CCO2)C(=O)OC(C)(C)C)C1 (1,1-Dimethylethyl 7-cyano-2,3-dihydro-1,4-benzoxazepine-4(5H)-carboxylate). RXN SMILES: Br[C:2]1[CH:3]=[CH:4][C:5]2[O:11][CH2:10][CH2:9][N:8]([C:12]([O:14][C:15]([CH3:18])([CH3:17])[CH3:16])=[O:13])[CH2:7][C:6]=2[CH:19]=1.[CH3:20][N:21](C=O)C>CCOC(C)=O.O.[C-]#N.[Zn+2].[C-]#N>[C:20]([C:2]1[CH:3]=[CH:4][C:5]2[O:11][CH2:10][CH2:9][N:8]([C:12]([O:14][C:15]([CH3:18])([CH3:17])[CH3:16])=[O:13])[CH2:7][C:6]=2[CH:19]=1)#[N:21] |f:2.3,4.5.6|. Procedure: A mixture of 1,1-dimethylethyl 7-bromo-2,3-dihydro-1,4-benzoxazepine-4(5H)-carboxylate (Preparation 73) (2.67 g, 8.14 mmol), zinc cyanide (1.715 g, 16.27 mmol) and tetakis(triphenylphosphine)palladium(0) (1.410 g, 1.220 mmol) in DMF (30 ml) was heated at 80° C. overnight. Additional tetakis(triphenylphosphine)palladium(0) (700 mg) was added and the yellow suspension heated at 80° C. for a further 5 hrs. The cooled reaction mixture was diluted with EtOAc/water, separated, and organics dried over ... Reactants: C(C)(C)N(C(C)C)CC (N,N-diisopropylethylamine), C=1C=CC2=C(C1)N=NN2O (HOBt), C(CCl)Cl (EDC), C(C)(C)(C)OC(=O)N([C@@H](C(C)C)C(=O)N[C@@H](C(C)C)C(=O)N(C)[C@H]([C@@H](CC(=O)N1[C@@H](CCC1)[C@@H]([C@H](C(=O)N[C@@H](CC1=CC=CC=C1)C(=O)O)C)OC)OC)[C@H](CC)C)C (N-(tert.-butoxycarbonyl)-N-methyl-L-valyl-N-[(3R,4S,5S)-1-{(2S)-2-[(1R,2R)-3-{[(1S)-1-carboxy-2-phenylethyl]amino}-1-methoxy-2-methyl-3-oxopropyl]pyrrolidin-1-yl}-3-methoxy-5-methyl-1-oxoheptan-4-yl]-N-methyl-L-valinamide), C(C)(C)(C)OC(=O)N([C@@H](C(C)C)C(=O)N[C@@H](C(C)C)C(=O)N(C)[C@H]([C@@H](CC(=O)N1[C@@H](CCC1)[C@@H]([C@H](C(=O)N[C@@H](CC1=CC=CC=C1)C(=O)O)C)OC)OC)[C@H](CC)C)C (N-(tert.-butoxycarbonyl)-N-methyl-L-valyl-N-[(3R,4S,5S)-1-{(2S)-2-[(1R,2R)-3-{[(1S)-1-carboxy-2-phenylethyl]amino}-1-methoxy-2-methyl-3-oxopropyl]pyrrolidin-1-yl}-3-methoxy-5-methyl-1-oxoheptan-4-yl]-N-methyl-L-valinamide), C(C1=CC=CC=C1)N (benzyl amine). Run in CN(C)C=O (DMF). Yields the product C(C)(C)(C)OC(=O)N([C@@H](C(C)C)C(=O)N[C@@H](C(C)C)C(=O)N(C)[C@H]([C@@H](CC(=O)N1[C@@H](CCC1)[C@@H]([C@H](C(=O)N[C@H](C(=O)NCC1=CC=CC=C1)CC1=CC=CC=C1)C)OC)OC)[C@H](CC)C)C (N-(tert.-butoxycarbonyl)-N-methyl-L-valyl-N-[(3R,4S,5S)-1-{(2S)-2-[(1R,2R)-3-{[(2S)-1-(benzylamino)-1-oxo-3-phenylpropane-2-yl]amino}-1-methoxy-2-methyl-3-oxopropyl]pyrrolidin-1-yl}-3-methoxy-5-methyl-1-oxoheptan-4-yl]-N-methyl-L-valinamide). RXN SMILES: [C:1]([O:5][C:6]([N:8]([CH3:59])[C@H:9]([C:13]([NH:15][C@H:16]([C:20]([N:22]([C@@H:24]([C@@H:55]([CH3:58])[CH2:56][CH3:57])[C@H:25]([O:53][CH3:54])[CH2:26][C:27]([N:29]1[CH2:33][CH2:32][CH2:31][C@H:30]1[C@H:34]([O:51][CH3:52])[C@@H:35]([CH3:50])[C:36]([NH:38][C@H:39]([C:47](O)=[O:48])[CH2:40][C:41]1[CH:46]=[CH:45][CH:44]=[CH:43][CH:42]=1)=[O:37])=[O:28])[CH3:23])=[O:21])[CH:17]([CH3:19])[CH3:18])=[O:14])[CH:10]([CH3:12])[CH3:11])=[O:7])([CH3:4])([CH3:3])[CH3:2].[CH2:60]([NH2:67])[C:61]1[CH:66]=[CH:65][CH:64]=[CH:63][CH:62]=1.C(N(CC)C(C)C)(C)C.C1C=CC2N(O)N=NC=2C=1.C(Cl)CCl>CN(C=O)C>[C:1]([O:5][C:6]([N:8]([CH3:59])[C@H:9]([C:13]([NH:15][C@H:16]([C:20]([N:22]([C@@H:24]([C@@H:55]([CH3:58])[CH2:56][CH3:57])[C@H:25]([O:53][CH3:54])[CH2:26][C:27]([N:29]1[CH2:33][CH2:32][CH2:31][C@H:30]1[C@H:34]([O:51][CH3:52])[C@@H:35]([CH3:50])[C:36]([NH:38][C@@H:39]([CH2:40][C:41]1[CH:42]=[CH:43][CH:44]=[CH:45][CH:46]=1)[C:47]([NH:67][CH2:60][C:61]1[CH:66]=[CH:65][CH:64]=[CH:63][CH:62]=1)=[O:48])=[O:37])=[O:28])[CH3:23])=[O:21])[CH:17]([CH3:18])[CH3:19])=[O:14])[CH:10]([CH3:12])[CH3:11])=[O:7])([CH3:2])([CH3:4])[CH3:3]. Reported procedure: 36 mg (43 μmol) of N-(tert.-butoxycarbonyl)-N-methyl-L-valyl-N-[(3R,4S,5S)-1-{(2S)-2-[(1R,2R)-3-{[(1S)-1-carboxy-2-phenylethyl]amino}-1-methoxy-2-methyl-3-oxopropyl]pyrrolidin-1-yl}-3-methoxy-5-methyl-1-oxoheptan-4-yl]-N-methyl-L-valinamide (intermediate 39) and 4.6 mg (43 μmol) of benzyl amine were absorbed in 5 ml of DMF, mixed with 7.5 μl (88 μmol) of N,N-diisopropylethylamine, 10 mg (65 μmol) of HOBt as well as 10 mg (52 μmol) of EDC, and then stirred over night at RT. Then, the reaction com...